From a dataset of the Open Reaction Database (ORD), a public repository of structured organic reaction records. describe an organic reaction: reactants, conditions, products, and yield Reactants: BrC=1C=C(C=NC1C#N)N[C@H]1[C@H](CCCC1)NC(OC(C)(C)C)=O (tert-Butyl {(1S,2R)-2-[(5-bromo-6-cyanopyridin-3-yl)amino]cyclohexyl}carbamate), C(=O)(C(F)(F)F)O (TFA). Run in ClCCl (dichloromethane). Yields the product OC(=O)C(F)(F)F.N[C@@H]1[C@@H](CCCC1)NC=1C=C(C(=NC1)C#N)Br (5-{[(1R,2S)-2-aminocyclohexyl]amino}-3-bromopyridine-2-carbonitrile TFA salt). Reaction SMILES: [Br:1][C:2]1[CH:3]=[C:4]([NH:10][C@@H:11]2[CH2:16][CH2:15][CH2:14][CH2:13][C@@H:12]2[NH:17]C(=O)OC(C)(C)C)[CH:5]=[N:6][C:7]=1[C:8]#[N:9].[C:25]([OH:31])([C:27]([F:30])([F:29])[F:28])=[O:26]>ClCCl>[OH:31][C:25]([C:27]([F:30])([F:29])[F:28])=[O:26].[NH2:17][C@H:12]1[CH2:13][CH2:14][CH2:15][CH2:16][C@H:11]1[NH:10][C:4]1[CH:3]=[C:2]([Br:1])[C:7]([C:8]#[N:9])=[N:6][CH:5]=1 |f:3.4|. Procedure details: tert-Butyl {(1S,2R)-2-[(5-bromo-6-cyanopyridin-3-yl)amino]cyclohexyl}carbamate (PrepEx 1.1) (100 mg, 0.253 mmol) was suspended in dichloromethane (1 mL). TFA (0.390 mL, 5.06 mmol) was added, and the reaction mixture was maintained at room temperature for 1.5 hours. The reaction mixture was concentrated under reduced pressure to afford 5-{[(1R,2S)-2-aminocyclohexyl]amino}-3-bromopyridine-2-carbonitrile TFA salt. The material was used without further purification in the subsequent transformation. ...